From a dataset of the Open Reaction Database (ORD), a public repository of structured organic reaction records. describe an organic reaction: reactants, conditions, products, and yield The reactants are O=C([O-])[O-], CS(C)=O, O=Cc1ccc(Cl)cc1F, Oc1ccccc1F, [K+], [K+]. Yields the product O=Cc1ccc(Cl)cc1Oc1ccccc1F. Reaction SMILES: [C:19](=[O:20])([O-:21])[O-:22].[CH3:25][S:26]([CH3:27])=[O:28].[Cl:1][c:2]1[cH:3][c:4]([F:10])[c:5]([CH:6]=[O:7])[cH:8][cH:9]1.[F:11][c:12]1[c:13]([OH:18])[cH:14][cH:15][cH:16][cH:17]1.[K+:23].[K+:24]>>[Cl:1][c:2]1[cH:3][c:4]([O:18][c:13]2[c:12]([F:11])[cH:17][cH:16][cH:15][cH:14]2)[c:5]([CH:6]=[O:7])[cH:8][cH:9]1. Reactants: 3h, BrC1=C(C(=C(C=C1)F)[N+](=O)[O-])C (1-bromo-4-fluoro-2-methyl-3-nitro-benzene), [NH4+].[Cl-] (NH4Cl), O (water). The reagents and catalysts are [Fe] (iron). The solvent is CCO (EtOH). Product: BrC1=C(C(=C(C=C1)F)N)C (Bromo-4-fluoro-3-amino-2-methyl-benzene). Isolated yield 76.5%. Reaction SMILES: [Br:1][C:2]1[CH:7]=[CH:6][C:5]([F:8])=[C:4]([N+:9]([O-])=O)[C:3]=1[CH3:12].[NH4+].[Cl-].O>CCO.[Fe]>[Br:1][C:2]1[CH:7]=[CH:6][C:5]([F:8])=[C:4]([NH2:9])[C:3]=1[CH3:12] |f:1.2|. Procedure details: To a solution of 1-bromo-4-fluoro-2-methyl-3-nitro-benzene (3 g, 12.82 mmol, 1.0 eq) in EtOH (60 mL) was added NH4Cl (30 mL), water (30 mL) and iron powder (2.87 g, 51.28 mmol, 4.0 eq). The reaction mixture was heated at reflux for 3h, then filtered through Celite. The filtrate was evaporated in vacuo and purified by column chromatography (EtOAc:petroleum ether, 0:1 to 1:10) to give the title compound as a yellow solid (2 g, 77%). The reactants are IC1COC1 (3-iodo-oxetane), IC1COC1 (3-iodo-oxetane), COC=1C=C(C=CC1OC)C1=CC2=C(C(=N1)O[C@H](C)[C@@H]1CC(NC1)=O)NC=N2 ((R)-4-((R)-1-(6-(3,4-dimethoxyphenyl)-3H-imidazo[4,5-c]pyridin-4-yloxy)ethyl)pyrrolidin-2-one), C(=O)([O-])[O-].[Cs+].[Cs+] (Cs2CO3), IC1COC1 (3-iodo-oxetane). The solvent is CCOC(=O)C (EtOAc), O (water), [Cl-].[Na+].O (brine), CN(C)C=O (DMF). Conditions: temperature 60 celsius, time 30 minute. Product: COC=1C=C(C=CC1OC)C1=CC2=C(C(=N1)O[C@H](C)[C@@H]1CC(NC1)=O)N(C=N2)C2COC2 ((R)-4-((R)-1-(6-(3,4-dimethoxyphenyl)-3-(oxetan-3-yl)-3H-imidazo[4,5-c]pyridin-4-yloxy)ethyl)pyrrolidin-2-one). Reaction SMILES: [CH3:1][O:2][C:3]1[CH:4]=[C:5]([C:11]2[N:16]=[C:15]([O:17][C@@H:18]([C@H:20]3[CH2:24][NH:23][C:22](=[O:25])[CH2:21]3)[CH3:19])[C:14]3[NH:26][CH:27]=[N:28][C:13]=3[CH:12]=2)[CH:6]=[CH:7][C:8]=1[O:9][CH3:10].C([O-])([O-])=O.[Cs+].[Cs+].I[CH:36]1[CH2:39][O:38][CH2:37]1>CN(C=O)C.CCOC(C)=O.O.[Cl-].[Na+].O>[CH3:1][O:2][C:3]1[CH:4]=[C:5]([C:11]2[N:16]=[C:15]([O:17][C@@H:18]([C@H:20]3[CH2:24][NH:23][C:22](=[O:25])[CH2:21]3)[CH3:19])[C:14]3[N:26]([CH:36]4[CH2:39][O:38][CH2:37]4)[CH:27]=[N:28][C:13]=3[CH:12]=2)[CH:6]=[CH:7][C:8]=1[O:9][CH3:10] |f:1.2.3,8.9.10|. Procedure: To crude (R)-4-((R)-1-(6-(3,4-dimethoxyphenyl)-3H-imidazo[4,5-c]pyridin-4-yloxy)ethyl)pyrrolidin-2-one 3.09 (0.064 mmol) as a solution in DMF (1 mL) was added Cs2CO3 (52 mg, 0.16 mmol) followed by 3-iodo-oxetane (7.0 μL, 0.078 mmol). After stirring 30 min, the reaction temperature was increased to 60° C. After an additional 40 min, 3-iodo-oxetane (7.0 μL, 0.078 mmol) was added and the reaction temperature was increased to 100° C. After stirring an additional 35 min at 100° C., 3-iodo-oxetane (3....